Dataset: the Open Reaction Database (ORD), a public repository of structured organic reaction records. Task: describe an organic reaction: reactants, conditions, products, and yield Reactants: Cl (hydrochloric acid), Cl (hydrochloric acid), O (water), CC1=CC(=CC(O1)=O)SCC=1CS[C@H]2N(C1C(=O)OC(C1=CC=CC=C1)C1=CC=CC=C1)C([C@H]2NC(\C(=N/OC(C2=CC=CC=C2)(C2=CC=CC=C2)C2=CC=CC=C2)\C=2N=C(SC2)NC(C2=CC=CC=C2)(C2=CC=CC=C2)C2=CC=CC=C2)=O)=O (Diphenylmethyl 3-(6-methyl-2-oxo-2H-pyran-4-ylthiomethyl)-7β-[2-(2-tritylaminothiazol-4-yl)-2-(Z)-trityloxyiminoacetamido]ceph-3-em-4-carboxylate), [K+].[Br-] (KBr), δ[(CD3)2SO]. The solvent is C(=O)O (formic acid). Reaction conditions: time 0.5 hour. Product: NC=1SC=C(N1)/C(/C(=O)N[C@H]1[C@@H]2N(C(=C(CS2)CSC2=CC(OC(=C2)C)=O)C(=O)O)C1=O)=N/O (7β-[2-(2-Aminothiazol-4-yl)-2-(Z)-hydroxyiminoacetamido]-3-(6-methyl-2-oxo-2H-pyran-4-ylthiomethyl)ceph-3-em-4-carboxylic Acid). Reaction SMILES: [CH3:1][C:2]1[O:7][C:6](=[O:8])[CH:5]=[C:4]([S:9][CH2:10][C:11]2[CH2:12][S:13][C@@H:14]3[C@H:34]([NH:35][C:36](=[O:84])/[C:37](/[C:59]4[N:60]=[C:61]([NH:64]C(C5C=CC=CC=5)(C5C=CC=CC=5)C5C=CC=CC=5)[S:62][CH:63]=4)=[N:38]\[O:39]C(C4C=CC=CC=4)(C4C=CC=CC=4)C4C=CC=CC=4)[C:33](=[O:85])[N:15]3[C:16]=2[C:17]([O:19]C(C2C=CC=CC=2)C2C=CC=CC=2)=[O:18])[CH:3]=1.Cl.O.[K+].[Br-]>C(O)=O>[NH2:64][C:61]1[S:62][CH:63]=[C:59](/[C:37](=[N:38]/[OH:39])/[C:36]([NH:35][C@@H:34]2[C:33](=[O:85])[N:15]3[C:16]([C:17]([OH:19])=[O:18])=[C:11]([CH2:10][S:9][C:4]4[CH:3]=[C:2]([CH3:1])[O:7][C:6](=[O:8])[CH:5]=4)[CH2:12][S:13][C@H:14]23)=[O:84])[N:60]=1 |f:3.4|. Procedure: Diphenylmethyl 3-(6-methyl-2-oxo-2H-pyran-4-ylthiomethyl)-7β-[2-(2-tritylaminothiazol-4-yl)-2-(Z)-trityloxyiminoacetamido]ceph-3-em-4-carboxylate (969 mg) was dissolved in 100% formic acid (14.9 ml) and 1N hydrochloric acid (0.825 ml) and water (0.825 ml) were added. The mixture was stirred at room temperature for 0.5 h and then concentrated hydrochloric acid (0.66 ml) was added. The mixture was stirred for 1 h and then the solid was filtered off and washed with 90% formic acid. The combined fil... Reactants: COC(=O)C12CCC(NC(=O)OCc3ccccc3)(CC1)CC2, CO, [K+], [OH-], O. The product is O=C(NC12CCC(C(=O)O)(CC1)CC2)OCc1ccccc1. RXN SMILES: [CH2:1]([c:2]1[cH:3][cH:4][cH:5][cH:6][cH:7]1)[O:8][C:9](=[O:10])[NH:11][C:12]12[CH2:13][CH2:14][C:15]([C:20](=[O:21])[O:22][CH3:23])([CH2:16][CH2:17]1)[CH2:18][CH2:19]2.[CH3:26][OH:27].[K+:25].[OH-:24].[OH2:28]>>[CH2:1]([c:2]1[cH:3][cH:4][cH:5][cH:6][cH:7]1)[O:8][C:9](=[O:10])[NH:11][C:12]12[CH2:13][CH2:14][C:15]([C:20](=[O:21])[OH:22])([CH2:16][CH2:17]1)[CH2:18][CH2:19]2. The reactants are C(=O)C1C(CCC1(C)C)(C)C (1-formyl-2,2,5,5-tetramethylcyclopentane), O (water), C(C)(=O)OCC (ethyl acetate), CC(=O)C.OS(=O)(=O)O.O=[Cr](=O)=O (Jones' reagent). The solvent is CC(=O)C (acetone), C(C)(C)O (isopropyl alcohol). Reaction conditions: time 4 hour. The product is CC1(C(C(CC1)(C)C)C(=O)O)C (2,2,5,5-tetramethylcyclopentanecarboxylic acid). The yield is 92.0%. Reaction SMILES: [CH:1]([CH:3]1[C:7]([CH3:9])([CH3:8])[CH2:6][CH2:5][C:4]1([CH3:11])[CH3:10])=[O:2].CC(C)=[O:14].OS(O)(=O)=O.O=[Cr](=O)=O.O.C(OCC)(=O)C>CC(C)=O.C(O)(C)C>[CH3:8][C:7]1([CH3:9])[CH2:6][CH2:5][C:4]([CH3:11])([CH3:10])[CH:3]1[C:1]([OH:14])=[O:2] |f:1.2.3|. Procedure: 2.47 g of 1-formyl-2,2,5,5-tetramethylcyclopentane was dissolved in 26 ml of acetone, and 5.2 ml of Jones' reagent was added thereto with ice cooling. After stirring at room temperature for 4 hours, 26 ml of water, 26 ml of ethyl acetate and 2.6 ml of isopropyl alcohol were added thereto, and the mixture was stirred at room temperature for 30 minutes, and the resulting layers were separated. The organic layer was washed with water and aqueous saturated sodium chloride solution, dried over anhydr... As a reaction SMILES: [C:1](#[N:2])[c:3]1[c:4](-[c:9]2[cH:10][c:11]([F:43])[c:12]([CH2:15][c:16]3[c:17](=[O:42])[n:18]([CH:28]4[CH2:29][CH2:30][CH:31]([O:34][CH:35]([C:36](=[O:37])[O:38][CH2:39][CH3:40])[CH3:41])[CH2:32][CH2:33]4)[c:19]4[n:20]([c:21]3[CH2:22][CH2:23][CH3:24])[n:25][cH:26][n:27]4)[cH:13][cH:14]2)[cH:5][cH:6][cH:7][cH:8]1.[Cl-:44].[NH4+:45].[O:46]1[CH2:47][CH2:48][CH2:49][CH2:50]1>>[C:1](#[N:2])[c:3]1[c:4](-[c:9]2[cH:10][c:11]([F:43])[c:12]([CH2:15][c:16]3[c:17](=[O:42])[n:18]([CH:28]4[CH2:29][CH2:30][CH:31]([O:34][CH:35]([CH2:36][OH:37])[CH3:41])[CH2:32][CH2:33]4)[c:19]4[n:20]([c:21]3[CH2:22][CH2:23][CH3:24])[n:25][cH:26][n:27]4)[cH:13][cH:14]2)[cH:5][cH:6][cH:7][cH:8]1. The reactants are CCCc1c(Cc2ccc(-c3ccccc3C#N)cc2F)c(=O)n(C2CCC(OC(C)C(=O)OCC)CC2)c2ncnn12, [Cl-], [NH4+], C1CCOC1. Yields the product CCCc1c(Cc2ccc(-c3ccccc3C#N)cc2F)c(=O)n(C2CCC(OC(C)CO)CC2)c2ncnn12.